Task: describe an organic reaction: reactants, conditions, products, and yield. Dataset: the Open Reaction Database (ORD), a public repository of structured organic reaction records The reactants are NC1=CC2=C(NC(=NS2(=O)=O)C=2C(N(C3=NC=CC=C3C2O)CCC(C)C)=O)C=C1 (3-(7-amino-1,1-dioxido-4H-1,2,4-benzothiadiazin-3-yl)-4-hydroxy-1-(3-methylbutyl)-1,8-naphthyridin-2(1H)-one), C(CCC)S(=O)(=O)Cl (1-butanesulfonyl chloride). Run in N1=CC=CC=C1 (pyridine). Reaction conditions: temperature 120 celsius. Yields the product OC1=C(C(N(C2=NC=CC=C12)CCC(C)C)=O)C1=NS(C2=C(N1)C=CC(=C2)NS(=O)(=O)CCCC)(=O)=O (N-{3-[4-hydroxy-1-(3-methylbutyl)-2-oxo-1,2-dihydro-1,8-naphthyridin-3-yl]-1,1-dioxido-4H-1,2,4-benzothiadiazin-7-yl}butane-1-sulfonamide). The yield is 29.2%. RXN SMILES: [NH2:1][C:2]1[CH:30]=[CH:29][C:5]2[NH:6][C:7]([C:12]3[C:13](=[O:28])[N:14]([CH2:23][CH2:24][CH:25]([CH3:27])[CH3:26])[C:15]4[C:20]([C:21]=3[OH:22])=[CH:19][CH:18]=[CH:17][N:16]=4)=[N:8][S:9](=[O:11])(=[O:10])[C:4]=2[CH:3]=1.[CH2:31]([S:35](Cl)(=[O:37])=[O:36])[CH2:32][CH2:33][CH3:34]>N1C=CC=CC=1>[OH:22][C:21]1[C:20]2[C:15](=[N:16][CH:17]=[CH:18][CH:19]=2)[N:14]([CH2:23][CH2:24][CH:25]([CH3:27])[CH3:26])[C:13](=[O:28])[C:12]=1[C:7]1[NH:6][C:5]2[CH:29]=[CH:30][C:2]([NH:1][S:35]([CH2:31][CH2:32][CH2:33][CH3:34])(=[O:37])=[O:36])=[CH:3][C:4]=2[S:9](=[O:11])(=[O:10])[N:8]=1. Reported procedure: To the product of Example 205 (21.5 g, 0.05 mmol) in pyridine (1 mL) was added 1-butanesulfonyl chloride (26 mL, 0.2 mmol). The reaction mixture was heated in a microwave reactor at 120° C. for 120 minutes. The reaction was cooled to 25° C. and concentrated under reduced pressure. The residue was triturated with water (1 mL), filtered, and washed with 1:1 hexane:ethyl acetate. The crude product was chromatographed on silica gel eluting with 199:1 dichloromethane:methanol to give the title compou... Starting materials: CC(C)([O-])C.[K+] (potassium tert-butoxide), Cl.ClCC1=NC=CC=C1 (2-chloromethylpyridine hydrochloride), N1C=NC=C1 (imidazole). Solvent: C(CCC)O (butan-1-ol), C(C)O (ethanol). Product: N1=C(C=CC=C1)CN1C=NC=C1 (1-(2-pyridylmethyl)imidazole). As a reaction SMILES: Cl.Cl[CH2:3][C:4]1[CH:9]=[CH:8][CH:7]=[CH:6][N:5]=1.CC(C)([O-])C.[K+].[NH:16]1[CH:20]=[CH:19][N:18]=[CH:17]1>C(O)C.C(O)CCC>[N:5]1[CH:6]=[CH:7][CH:8]=[CH:9][C:4]=1[CH2:3][N:16]1[CH:20]=[CH:19][N:18]=[CH:17]1 |f:0.1,2.3|. Reported procedure: A solution of 2-chloromethylpyridine hydrochloride (16.4 g, 0.1 mol) in ethanol (50 ml) was added dropwise to a stirred, boiling solution of potassium tert-butoxide (22.4 g, 0.2 mol) and imidazole (6.8 g, 0.1 mol) in dry butan-1-ol (100 ml). Following the addition, the reaction mixture was stirred and heated under reflux for 5 h. After removal of the solvents under reduced pressure, the resulting oil was dissolved in hydrochloric acid (150 ml, 2M), and the acid solution was washed with ether (10... Reactants: [O-]CC.[Na+] (Sodium ethoxide), ice, [N+](=O)([O-])C1=CC=C(CP(OCC)(OCC)=O)C=C1 (diethyl p-nitrobenzylphosphonate), CC=1C=C(C=O)C=CC1OC (3-methyl-p-anisaldehyde). Solvent: C(C)O (ethanol). Conditions: time 8 hour. Yields the product CC=1C=C(C=CC1OC)C=CC1=CC=C(C=C1)[N+](=O)[O-] (3-methyl-4-methoxy-4'-nitrostilbene). Yield: 47.6%. RXN SMILES: [O-]CC.[Na+].[N+:5]([C:8]1[CH:22]=[CH:21][C:11]([CH2:12]P(=O)(OCC)OCC)=[CH:10][CH:9]=1)([O-:7])=[O:6].[CH3:23][C:24]1[CH:25]=[C:26]([CH:29]=[CH:30][C:31]=1[O:32][CH3:33])[CH:27]=O>C(O)C>[CH3:23][C:24]1[CH:25]=[C:26]([CH:27]=[CH:12][C:11]2[CH:10]=[CH:9][C:8]([N+:5]([O-:7])=[O:6])=[CH:22][CH:21]=2)[CH:29]=[CH:30][C:31]=1[O:32][CH3:33] |f:0.1|. Procedure: Sodium ethoxide (prepared from 0.70 g of Na and 30 mL of ethanol) was added to an ice-cold mixture of diethyl p-nitrobenzylphosphonate (9.09 g, 0.033 mole) and 3-methyl-p-anisaldehyde (5.0 g, 0.033 mole) in ethanol (about 100 mL). The resulting mixture was stirred overnight. The solid product was filtered, washed with ethanol and vacuum dried to give MMONS, 3-methyl-4-methoxy-4'-nitrostilbene (4.946 g, 0.0157 mole, 47.6% yield, m.p. 109°-111° C.). Recrystallization of MMONS from chloroform/ethan... Starting materials: CCOC(C)=O, CCCCCC, Nc1nc(C(=NOC(c2ccccc2)(c2ccccc2)c2ccccc2)C(=O)NC2C(=O)N3C(C(=O)OC(c4ccccc4)c4ccccc4)=C(CO)CSC23)ns1, ClCCl, O=[Mn]=O. The product is Nc1nc(C(=NOC(c2ccccc2)(c2ccccc2)c2ccccc2)C(=O)NC2C(=O)N3C(C(=O)OC(c4ccccc4)c4ccccc4)=C(C=O)CSC23)ns1. As a reaction SMILES: [CH3:59][CH2:60][O:61][C:62](=[O:63])[CH3:64].[CH3:65][CH2:66][CH2:67][CH2:68][CH2:69][CH3:70].[CH:1]([c:2]1[cH:3][cH:4][cH:5][cH:6][cH:7]1)([c:8]1[cH:9][cH:10][cH:11][cH:12][cH:13]1)[O:14][C:15](=[O:16])[C:17]1=[C:24]([CH2:25][OH:26])[CH2:23][S:22][CH:21]2[N:18]1[C:19](=[O:58])[CH:20]2[NH:27][C:28]([C:29](=[N:30][O:31][C:32]([c:33]1[cH:34][cH:35][cH:36][cH:37][cH:38]1)([c:39]1[cH:40][cH:41][cH:42][cH:43][cH:44]1)[c:45]1[cH:46][cH:47][cH:48][cH:49][cH:50]1)[c:51]1[n:52][s:53][c:54]([NH2:56])[n:55]1)=[O:57].[Cl:71][CH2:72][Cl:73].[O:74]=[Mn:75]=[O:76]>>[CH:1]([c:2]1[cH:3][cH:4][cH:5][cH:6][cH:7]1)([c:8]1[cH:9][cH:10][cH:11][cH:12][cH:13]1)[O:14][C:15](=[O:16])[C:17]1=[C:24]([CH:25]=[O:26])[CH2:23][S:22][CH:21]2[N:18]1[C:19](=[O:58])[CH:20]2[NH:27][C:28]([C:29](=[N:30][O:31][C:32]([c:33]1[cH:34][cH:35][cH:36][cH:37][cH:38]1)([c:39]1[cH:40][cH:41][cH:42][cH:43][cH:44]1)[c:45]1[cH:46][cH:47][cH:48][cH:49][cH:50]1)[c:51]1[n:52][s:53][c:54]([NH2:56])[n:55]1)=[O:57]. Starting materials: [Si](C)(C)(C(C)(C)C)OC[C@H]1CNC[C@@H]1C1=CC(=CC=C1)F (3-(R)-t-Butyldimethylsilyloxymethyl-4-(S)-(3-fluorophenyl)pyrrolidine), BrCC(=O)OC (methyl bromoacetate), CCN(C(C)C)C(C)C (DIEA). The solvent is C(C)#N (acetonitrile). Reaction conditions: temperature 80 celsius, time 2 hour. The product is [Si](C)(C)(C(C)(C)C)OC[C@H]1CN(C[C@@H]1C1=CC(=CC=C1)F)CC(=O)OC ((3-(R)-t-Butyldimethylsilyloxymethyl-4-(S)-(3-fluorophenyl)pyrrolidin-1-yl)-acetic Acid, Methyl Ester). As a reaction SMILES: [Si:1]([O:8][CH2:9][C@@H:10]1[C@@H:14]([C:15]2[CH:20]=[CH:19][CH:18]=[C:17]([F:21])[CH:16]=2)[CH2:13][NH:12][CH2:11]1)([C:4]([CH3:7])([CH3:6])[CH3:5])([CH3:3])[CH3:2].Br[CH2:23][C:24]([O:26][CH3:27])=[O:25].CCN(C(C)C)C(C)C>C(#N)C>[Si:1]([O:8][CH2:9][C@@H:10]1[C@@H:14]([C:15]2[CH:20]=[CH:19][CH:18]=[C:17]([F:21])[CH:16]=2)[CH2:13][N:12]([CH2:23][C:24]([O:26][CH3:27])=[O:25])[CH2:11]1)([C:4]([CH3:7])([CH3:6])[CH3:5])([CH3:3])[CH3:2]. Procedure details: A solution of 1.0 g (3.23 mmol) of (3-(R)-t-Butyldimethylsilyloxymethyl-4-(S)-(3-fluorophenyl)pyrrolidine in 8 mL of acetonitrile was treated with 0.47 mL (4.95 mmol) of methyl bromoacetate and 0.86 g (4.95 mmol) of DIEA and the reaction was heated in 80° C. bath. After 2 hr, the solution was cooled, and partitioned between water-EtOAc. The organic layer was washed with brine, dried and concentrated. The residue was purified on a flash column using a gradient of 10-20% EtOAc in hexanes to isolat...